describe an organic reaction: reactants, conditions, products, and yield From a dataset of the Open Reaction Database (ORD), a public repository of structured organic reaction records. The reactants are CC1=C(O)C=CC(=C1C)O (2,3-dimethyl-hydroquinone), C(CCCCCCCCCCCCC)(=O)O (myristic acid). Solvent: ClCCCl (1,2-dichloroethane). Run at temperature 80 celsius, time 2 hour. Yields the product CC1=C(O)C(=CC(=C1C)O)C(CCCCCCCCCCCCC)=O (2,3-Dimethyl-6-myristoyl-hydroquinone). As a reaction SMILES: [CH3:1][C:2]1[C:8]([CH3:9])=[C:7]([OH:10])[CH:6]=[CH:5][C:3]=1[OH:4].[C:11](O)(=[O:25])[CH2:12][CH2:13][CH2:14][CH2:15][CH2:16][CH2:17][CH2:18][CH2:19][CH2:20][CH2:21][CH2:22][CH2:23][CH3:24]>ClCCCl>[CH3:1][C:2]1[C:8]([CH3:9])=[C:7]([OH:10])[CH:6]=[C:5]([C:11](=[O:25])[CH2:12][CH2:13][CH2:14][CH2:15][CH2:16][CH2:17][CH2:18][CH2:19][CH2:20][CH2:21][CH2:22][CH2:23][CH3:24])[C:3]=1[OH:4]. Reported procedure: 93 g of 2,3-dimethyl-hydroquinone and 168 g of myristic acid were dissolved with stirring in 300 ml of 1,2-dichloroethane and heated to 80° C. Boron trifluoride was bubbled through for 4 h and stirring was continued at 80° C. for 2 h. The reaction mixture was poured into 1800 ml of water containing 200 g of dissolved sodium acetate. The organic layer was separated, washed with water and the solvent evaporated in a rotary evaporator. Any precipitate formed during washing should be filtered off an... The reactants are CC1=CC=CC(=N1)NC1=NC(=CC=C1)C (6-methyl-N-(6-methylpyridin-2-yl)pyridin-2-amine), BrC1=NC=CC=C1 (2-bromopyridine), C([O-])([O-])=O.[Na+].[Na+] (sodium carbonate), [Br-].[K+] (potassium bromide). Reagents/catalysts: [Cu] (copper bronze). Run in O (water). Conditions: time 16 hour. Yields the product CC1=CC=CC(=N1)N(C1=NC=CC=C1)C1=NC(=CC=C1)C (6-Methyl-N-(6-methylpyridin-2-yl)-N-pyridin-2-ylpyridin-2-amine). RXN SMILES: [CH3:1][C:2]1[N:7]=[C:6]([NH:8][C:9]2[CH:14]=[CH:13][CH:12]=[C:11]([CH3:15])[N:10]=2)[CH:5]=[CH:4][CH:3]=1.Br[C:17]1[CH:22]=[CH:21][CH:20]=[CH:19][N:18]=1.C(=O)([O-])[O-].[Na+].[Na+].[Br-].[K+]>[Cu].O>[CH3:1][C:2]1[N:7]=[C:6]([N:8]([C:9]2[CH:14]=[CH:13][CH:12]=[C:11]([CH3:15])[N:10]=2)[C:17]2[CH:22]=[CH:21][CH:20]=[CH:19][N:18]=2)[CH:5]=[CH:4][CH:3]=1 |f:2.3.4,5.6|. Procedure: To a flask were added 2.0 g of 6-methyl-N-(6-methylpyridin-2-yl)pyridin-2-amine, 4.7 g of 2-bromopyridine, 1.6 g of sodium carbonate, 51 mg of copper bronze, 5 mg of potassium bromide, and 3 ml of mesytylene. After stirring under nitrogen at 160 C for 16 hours, the mixture was cooled to 22 C, and 35 ml of water was added and the product was extracted with 50 ml ethyl acetate. After washing twice with 20 ml of water, the solvent was removed, and the product was purified by silica gel chromatograp... The reactants are C(CCC)C=1N(C2=C(C=NC=3C=CC=CC23)N1)CCCC=O (4-(2-butyl-1H-imidazo[4,5-c]quinolin-1-yl)butyraldehyde), C1(=CC=CC=C1)[Mg]Br (phenylmagnesium bromide), solution. Solvent: C1CCOC1 (THF), C1CCOC1 (THF). Conditions: time 30 minute. The product is C(CCC)C=1N(C2=C(C=NC=3C=CC=CC23)N1)CCCC(O)C1=CC=CC=C1 (4-(2-butyl-1H-imidazo[4,5-c]quinolin-1-yl)-1-phenylbutan-1-ol). RXN SMILES: [CH2:1]([C:5]1[N:6]([CH2:18][CH2:19][CH2:20][CH:21]=[O:22])[C:7]2[C:16]3[CH:15]=[CH:14][CH:13]=[CH:12][C:11]=3[N:10]=[CH:9][C:8]=2[N:17]=1)[CH2:2][CH2:3][CH3:4].[C:23]1([Mg]Br)[CH:28]=[CH:27][CH:26]=[CH:25][CH:24]=1>C1COCC1>[CH2:1]([C:5]1[N:6]([CH2:18][CH2:19][CH2:20][CH:21]([C:23]2[CH:28]=[CH:27][CH:26]=[CH:25][CH:24]=2)[OH:22])[C:7]2[C:16]3[CH:15]=[CH:14][CH:13]=[CH:12][C:11]=3[N:10]=[CH:9][C:8]=2[N:17]=1)[CH2:2][CH2:3][CH3:4]. Reported procedure: To a stirred solution of 4-(2-butyl-1H-imidazo[4,5-c]quinolin-1-yl)butyraldehyde (8.0 g, 27.1 mmol) in anhydrous THF (270 mL) was added dropwise a solution of phenylmagnesium bromide (27.08 mL of a 1 M solution in THF). After 30 minutes, the solution was quenched with saturated ammonium chloride (100 mL), diluted with ethyl acetate (300 mL), and the layers separated. The organic solution was washed successively with a saturated aqueous sodium bicarbonate solution (100 mL) and brine (100 mL), dri... Starting materials: C(C1=CC=CC=C1)NS(=O)(=O)CC1=CC=C(CC2=CC=C(C=C2)[N+](=O)[O-])C=C1 (4-(4-benzylaminosulfonylmethylbenzyl)-nitrobenzene). Reagents/catalysts: [Pd] (palladium on carbon). Solvent: C(C)(=O)OCC (ethyl acetate). The product is C(C1=CC=CC=C1)NS(=O)(=O)CC1=CC=C(CC2=CC=C(C=C2)N)C=C1 (4-(4-benzylaminosulfonylmethylbenzyl)-phenylamine). Isolated yield 95.9%. Reaction SMILES: [CH2:1]([NH:8][S:9]([CH2:12][C:13]1[CH:28]=[CH:27][C:16]([CH2:17][C:18]2[CH:23]=[CH:22][C:21]([N+:24]([O-])=O)=[CH:20][CH:19]=2)=[CH:15][CH:14]=1)(=[O:11])=[O:10])[C:2]1[CH:7]=[CH:6][CH:5]=[CH:4][CH:3]=1>C(OCC)(=O)C.[Pd]>[CH2:1]([NH:8][S:9]([CH2:12][C:13]1[CH:14]=[CH:15][C:16]([CH2:17][C:18]2[CH:19]=[CH:20][C:21]([NH2:24])=[CH:22][CH:23]=2)=[CH:27][CH:28]=1)(=[O:11])=[O:10])[C:2]1[CH:3]=[CH:4][CH:5]=[CH:6][CH:7]=1. Procedure details: A solution of 4-(4-benzylaminosulfonylmethylbenzyl)-nitrobenzene (44 mg) was dissolved in ethyl acetate and hydrogenated at 40 psi with 10% palladium on carbon catalyst for 2 hours. The mixture was filtered, and the solvent was evaported to give 4-(4-benzylaminosulfonylmethylbenzyl)-phenylamine (39 mg) as an off-white solid. The reactants are CO, Cl, COc1cc(Cc2cnc(N)nc2Cl)cc(OC)c1OC, NO, [Na]. RXN SMILES: [CH3:26][OH:27].[ClH:22].[NH2:1][c:2]1[n:3][cH:4][c:5]([CH2:9][c:10]2[cH:11][c:12]([O:20][CH3:21])[c:13]([O:18][CH3:19])[c:14]([O:16][CH3:17])[cH:15]2)[c:6]([Cl:8])[n:7]1.[NH2:23][OH:24].[Na:25]>>[NH2:1][c:2]1[n:3][cH:4][c:5]([CH2:9][c:10]2[cH:11][c:12]([O:20][CH3:21])[c:13]([O:18][CH3:19])[c:14]([O:16][CH3:17])[cH:15]2)[c:6]([NH:23][OH:24])[n:7]1. Yields the product COc1cc(Cc2cnc(N)nc2NO)cc(OC)c1OC. Starting materials: FC(C=1C=C(CNC=2C3=CC=CC=C3N=C3CCCC(C23)=O)C=CC1)(F)F (3,4-dihydro-9-(3-trifluoromethylbenzyl)aminoacridin-1(2H)-one), [H-].[H-].[H-].[H-].[Li+].[Al+3] (LiAlH4), [Cl-].[NH4+] (ammonium chloride). The solvent is C1CCOC1 (THF), C1CCOC1 (THF). Product: FC(C=1C=C(CNC=2C3=CC=CC=C3N=C3CCCC(C23)O)C=CC1)(F)F (1,2,3,4,-Tetrahydro-9-(3-trifluoromethylbenzylamino)acridin-1-ol). Yield: 80.4%. As a reaction SMILES: [H-].[H-].[H-].[H-].[Li+].[Al+3].[Cl-].[NH4+].[F:9][C:10]([F:35])([F:34])[C:11]1[CH:12]=[C:13]([CH:31]=[CH:32][CH:33]=1)[CH2:14][NH:15][C:16]1[C:17]2[C:22]([N:23]=[C:24]3[C:29]=1[C:28](=[O:30])[CH2:27][CH2:26][CH2:25]3)=[CH:21][CH:20]=[CH:19][CH:18]=2>C1COCC1>[F:34][C:10]([F:9])([F:35])[C:11]1[CH:12]=[C:13]([CH:31]=[CH:32][CH:33]=1)[CH2:14][NH:15][C:16]1[C:17]2[C:22]([N:23]=[C:24]3[C:29]=1[CH:28]([OH:30])[CH2:27][CH2:26][CH2:25]3)=[CH:21][CH:20]=[CH:19][CH:18]=2 |f:0.1.2.3.4.5,6.7|. Procedure details: In 100 ml dry THF was dissolved in 3.86 g of 3,4-dihydro-9-(3-trifluoromethylbenzyl)aminoacridin-1(2H)-one. The solution was stirred mechanically under nitrogen and cooled in ice. To it was added 5.2 ml of 1M LiAlH4 in THF dropwise. After stirring an additional 0.5 hour, the reaction was complete. It was neutralized with 1 ml of saturated ammonium chloride and the salts were filtered off. The THF filtrate was evaporated to an oil which solidified upon trituration with pentane. The solid was recr... The reactants are FC=1C=C(N)C=C(C1)F (3,5-difluoroaniline), ClC1=CC(=CC(=C1)Cl)Cl (1,3,5-trichlorobenzene), ClC1=CC(=CC(=C1)Cl)Cl (1,3,5-trichlorobenzene), [F-] (fluoride). Yields the product FC1=CC(=CC(=C1)F)F (1,3,5-trifluorobenzene). RXN SMILES: [F:1][C:2]1[CH:3]=[C:4]([CH:6]=[C:7]([F:9])[CH:8]=1)N.ClC1C=C(Cl)C=C(Cl)C=1.[F-:19]>>[F:1][C:2]1[CH:3]=[C:4]([F:19])[CH:6]=[C:7]([F:9])[CH:8]=1. Procedure details: In a further embodiment, the present invention relates to a method for the two step preparation of 3,5-difluoroaniline from 1,3,5-trichlorobenzene. First, an amount of 1,3,5-trichlorobenzene is reacted with a fluoride-containing compound to obtain 1,3,5-trifluorobenzene. Second, the 1,3,5-trifluorobenzene is reacted with aqueous ammonia and a metal oxide or metal hydroxide to obtain the product 3,5-difluoroaniline. Reactants: COC=1C=C2C=CC=NC2=C(C1)[N+](=O)[O-] (6-methoxy-8-nitroquinoline). The reagents and catalysts are [Pd] (Pd/C). Solvent: C1CCOC1 (THF). Conditions: temperature 23 celsius, time 4 hour. Product: COC=1C=C2C=CC=NC2=C(C1)N (6-Methoxy-quinolin-8-ylamine). Yield: 95.0%. RXN SMILES: [CH3:1][O:2][C:3]1[CH:4]=[C:5]2[C:10](=[C:11]([N+:13]([O-])=O)[CH:12]=1)[N:9]=[CH:8][CH:7]=[CH:6]2>[Pd].C1COCC1>[CH3:1][O:2][C:3]1[CH:4]=[C:5]2[C:10](=[C:11]([NH2:13])[CH:12]=1)[N:9]=[CH:8][CH:7]=[CH:6]2. Procedure details: A mixture of 9.20 g (45.1 mmol) 6-methoxy-8-nitroquinoline, 1.8 g of 10% Pd/C and 150 mL THF is placed under 40 psi of H2 and shaken in a Parr reactor at 23° C. for 4 h. The Pd/C is removed via filtration through celite, and the solvent evaporated. Flash chromatography on SiO2 gel, eluting with hexanes/EtOAc (1/1 to 1/3), gives 7.40 g (42.5 mmol, a 95% yield) of the title compound as an off-white solid. MS (ES) m/z 175 (MH)+. The reactants are CC(C)(C)[Si](C)(C)Cl, CCN(C(C)C)C(C)C, O=Cc1cc(Cl)ccc1O, CN(C)C=O, O. The product is CC(C)(C)[Si](C)(C)Oc1ccc(Cl)cc1C=O. RXN SMILES: [C:20]([CH3:21])([CH3:22])([CH3:23])[Si:24]([CH3:25])([CH3:26])[Cl:27].[CH:11]([N:12]([CH2:13][CH3:14])[CH:15]([CH3:16])[CH3:17])([CH3:18])[CH3:19].[Cl:1][c:2]1[cH:3][cH:4][c:5]([OH:10])[c:6]([CH:7]=[O:8])[cH:9]1.[O:29]=[CH:30][N:31]([CH3:32])[CH3:33].[OH2:28]>>[Cl:1][c:2]1[cH:3][cH:4][c:5]([O:10][Si:24]([C:20]([CH3:21])([CH3:22])[CH3:23])([CH3:25])[CH3:26])[c:6]([CH:7]=[O:8])[cH:9]1.